From a dataset of the Open Reaction Database (ORD), a public repository of structured organic reaction records. describe an organic reaction: reactants, conditions, products, and yield Reactants: CC(C=O)c1cccc(Oc2ccc(F)cc2)c1, O=C(O)CCl. Yields the product CC(C(=O)O)c1cccc(Oc2ccc(F)cc2)c1. RXN SMILES: [F:1][c:2]1[cH:3][cH:4][c:5]([O:6][c:7]2[cH:8][c:9]([CH:13]([CH:14]=[O:15])[CH3:16])[cH:10][cH:11][cH:12]2)[cH:17][cH:18]1.[OH:19][C:20]([CH2:21][Cl:22])=[O:23]>>[F:1][c:2]1[cH:3][cH:4][c:5]([O:6][c:7]2[cH:8][c:9]([CH:13]([C:14](=[O:15])[OH:19])[CH3:16])[cH:10][cH:11][cH:12]2)[cH:17][cH:18]1. Reactants: ClC1=NC(=CC2=C(C=CC=C12)OC)NC1=NNC(=C1)C ((1-chloro-5-methoxy-isoquinolin-3-yl)-(5-methyl-1H-pyrazol-3-yl)-amine), C(#N)C=1C=C(C=CC1)B(O)O (3-cyano-phenylboronic acid). Yields the product CC1=CC(=NN1)NC=1N=C(C2=CC=CC(=C2C1)OC)C=1C=C(C#N)C=CC1 (3-[3-(5-methyl-1H-pyrazol-3-ylamino)-5-methoxy-isoquinolin-1-yl]-benzonitrile). RXN SMILES: Cl[C:2]1[C:11]2[C:6](=[C:7]([O:12][CH3:13])[CH:8]=[CH:9][CH:10]=2)[CH:5]=[C:4]([NH:14][C:15]2[CH:19]=[C:18]([CH3:20])[NH:17][N:16]=2)[N:3]=1.[C:21]([C:23]1[CH:24]=[C:25](B(O)O)[CH:26]=[CH:27][CH:28]=1)#[N:22]>>[CH3:20][C:18]1[NH:17][N:16]=[C:15]([NH:14][C:4]2[N:3]=[C:2]([C:27]3[CH:28]=[C:23]([CH:24]=[CH:25][CH:26]=3)[C:21]#[N:22])[C:11]3[C:6]([CH:5]=2)=[C:7]([O:12][CH3:13])[CH:8]=[CH:9][CH:10]=3)[CH:19]=1. Procedure: Similar procedure as described in example 131 was used, starting from (1-chloro-5-methoxy-isoquinolin-3-yl)-(5-methyl-1H-pyrazol-3-yl)-amine and 3-cyano-phenylboronic acid to give 3-[3-(5-methyl-1H-pyrazol-3-ylamino)-5-methoxy-isoquinolin-1-yl]-benzonitrile LC-MS m/e 356(MH+). Reactants: ClB(Cl)Cl, CCC1c2cc(F)ccc2-c2ccccc2N1S(=O)(=O)c1ccc(OC)cc1, CCCC[N+](CCCC)(CCCC)CCCC, ClCCl, [I-]. The product is CCC1c2cc(F)ccc2-c2ccccc2N1S(=O)(=O)c1ccc(O)cc1. Reaction SMILES: [B:29]([Cl:30])([Cl:31])[Cl:32].[CH2:1]([CH3:2])[CH:3]1[N:4]([S:18](=[O:19])(=[O:20])[c:21]2[cH:22][cH:23][c:24]([O:27][CH3:28])[cH:25][cH:26]2)[c:5]2[cH:6][cH:7][cH:8][cH:9][c:10]2-[c:11]2[cH:12][cH:13][c:14]([F:17])[cH:15][c:16]21.[CH2:37]([N+:38]([CH2:39][CH2:40][CH2:41][CH3:42])([CH2:43][CH2:44][CH2:45][CH3:46])[CH2:47][CH2:48][CH2:49][CH3:50])[CH2:51][CH2:52][CH3:53].[Cl:33][CH2:34][Cl:35].[I-:36]>>[CH2:1]([CH3:2])[CH:3]1[N:4]([S:18](=[O:19])(=[O:20])[c:21]2[cH:22][cH:23][c:24]([OH:27])[cH:25][cH:26]2)[c:5]2[cH:6][cH:7][cH:8][cH:9][c:10]2-[c:11]2[cH:12][cH:13][c:14]([F:17])[cH:15][c:16]21. The reactants are NC1=NC=CC(=C1)F (2-amino-4-fluoropyridine), BrCC(C(=O)OCC)=O (ethyl bromopyruvate). Product: FC1=CC=2N(C=C1)C=C(N2)C(=O)OCC (ethyl 7-fluoroimidazo[1,2-a]pyridine-2-carboxylate). Yield: 59.0%. RXN SMILES: [NH2:1][C:2]1[CH:7]=[C:6]([F:8])[CH:5]=[CH:4][N:3]=1.Br[CH2:10][C:11](=O)[C:12]([O:14][CH2:15][CH3:16])=[O:13]>>[F:8][C:6]1[CH:5]=[CH:4][N:3]2[CH:10]=[C:11]([C:12]([O:14][CH2:15][CH3:16])=[O:13])[N:1]=[C:2]2[CH:7]=1. Procedure: [step 1] Using 2-amino-4-fluoropyridine (3.2 g, 28.5 mmol) and ethyl bromopyruvate (4.3 ml, 34.3 mmol), and in the same manner as in Reference Example 8A, step 1, ethyl 7-fluoroimidazo[1,2-a]pyridine-2-carboxylate (3.5 g, 59%) was obtained. The reactants are FC=1C(=C2C(=NC1)C=NN2)I (6-fluoro-7-iodo-1H-pyrazolo[4,3-b]pyridine), C(=O)([O-])[O-].[Cs+].[Cs+] (Cs2CO3), ClCC(=O)NC(OC(C)(C)C)=O (tert-butyl 2-chloroacetylcarbamate). The solvent is CN(C)C=O (DMF). Reaction conditions: temperature 110 celsius. Yields the product FC1=C(C=2C(N=C1)=CN(N2)CC(=O)NC(OC(C)(C)C)=O)I (tert-butyl 2-(6-fluoro-7-iodo-2H-pyrazolo[4,3-b]pyridin-2-yl)acetylcarbamate). RXN SMILES: [F:1][C:2]1[C:3]([I:11])=[C:4]2[NH:10][N:9]=[CH:8][C:5]2=[N:6][CH:7]=1.C([O-])([O-])=O.[Cs+].[Cs+].Cl[CH2:19][C:20]([NH:22][C:23](=[O:29])[O:24][C:25]([CH3:28])([CH3:27])[CH3:26])=[O:21]>CN(C=O)C>[F:1][C:2]1[CH:7]=[N:6][C:5]2=[CH:8][N:9]([CH2:19][C:20]([NH:22][C:23](=[O:29])[O:24][C:25]([CH3:28])([CH3:27])[CH3:26])=[O:21])[N:10]=[C:4]2[C:3]=1[I:11] |f:1.2.3|. Reported procedure: To a solution of 6-fluoro-7-iodo-1H-pyrazolo[4,3-b]pyridine (150 mg, 0.570 mmol) in DMF (4 mL) was added Cs2CO3 (279 mg, 0.855 mmol) and tert-butyl 2-chloroacetylcarbamate (121 mg, 0.627 mmol). The mixture was heated at 110° C. for 2 hours. The mixture was then cooled and the reaction was concentrated under vacuum to give a residue. The residue was partitioned between saturated sodium bicarbonate solution and EtOAc (25 mL). The organic layer was separated and the aqueous layer was extracted with... RXN SMILES: C([Si](C)(C)[O:6][CH2:7][CH2:8][CH2:9][CH2:10][CH2:11][CH2:12][CH2:13][CH2:14][CH2:15][N:16]([CH3:39])[C@H:17]1[C@H:21]2[CH2:22][CH2:23][C@@H:18]1[C@H:19]([O:24][C:25](=[O:38])[C:26]([OH:37])([C:32]1[S:33][CH:34]=[CH:35][CH:36]=1)[C:27]1[S:28][CH:29]=[CH:30][CH:31]=1)[CH2:20]2)(C)(C)C.Cl.C([O-])(O)=O.[Na+]>C1COCC1>[OH:6][CH2:7][CH2:8][CH2:9][CH2:10][CH2:11][CH2:12][CH2:13][CH2:14][CH2:15][N:16]([CH3:39])[C@H:17]1[C@H:21]2[CH2:22][CH2:23][C@@H:18]1[C@H:19]([O:24][C:25](=[O:38])[C:26]([OH:37])([C:32]1[S:33][CH:34]=[CH:35][CH:36]=1)[C:27]1[S:28][CH:29]=[CH:30][CH:31]=1)[CH2:20]2 |f:2.3|. Solvent: C1CCOC1 (THF). Reaction conditions: time 45 minute. Reported procedure: A solution of hydroxy-di-thiophen-2-yl-acetic acid (1S,2R,4S,7S)-7-{[9-(tert-butyl-dimethyl-silanyloxy)-nonyl]-methyl-amino}-bicyclo[2.2.1]hept-2-yl ester (0.51 g, 0.82 mmol) in THF (7 mL) was treated with 1 M HCl (3.5 mL) and stirred at RT for 45 min. The reaction mixture was neutralised with satd NaHCO3 (aq) and extracted with ethyl acetate. The combined organic layers were dried (Na2SO4), filtered, and concentrated to dryness to afford a light brown oil, which was used without further purific... The product is OCCCCCCCCCN([C@@H]1[C@H]2[C@@H](C[C@@H]1CC2)OC(C(C=2SC=CC2)(C=2SC=CC2)O)=O)C (Hydroxy-di-thiophen-2-yl-acetic acid (1S,2R,4S,7S)-7-[(9-hydroxy-nonyl)-methyl-amino]-bicyclo[2.2.1]hept-2-yl ester). Starting materials: C(C)(C)(C)[Si](OCCCCCCCCCN([C@@H]1[C@H]2[C@@H](C[C@@H]1CC2)OC(C(C=2SC=CC2)(C=2SC=CC2)O)=O)C)(C)C (hydroxy-di-thiophen-2-yl-acetic acid (1S,2R,4S,7S)-7-{[9-(tert-butyl-dimethyl-silanyloxy)-nonyl]-methyl-amino}-bicyclo[2.2.1]hept-2-yl ester), Cl (HCl), C(=O)(O)[O-].[Na+] (NaHCO3).